From a dataset of the Open Reaction Database (ORD), a public repository of structured organic reaction records. describe an organic reaction: reactants, conditions, products, and yield Starting materials: P(=O)(Cl)(Cl)Cl (phosphorus oxychloride), N(C1=CC=CC=C1)C=1C=C(CO)C=CC1F (3-anilino-4-fluorobenzyl alcohol), C([O-])([O-])=O.[K+].[K+] (potassium carbonate). Conditions: time 1 hour. The product is N(C1=CC=CC=C1)C=1C=C(CCl)C=CC1F (3-anilino-4-fluorobenzyl chloride). The yield is 88.3%. Reaction SMILES: P(Cl)(Cl)([Cl:3])=O.[NH:6]([C:13]1[CH:14]=[C:15]([CH:18]=[CH:19][C:20]=1[F:21])[CH2:16]O)[C:7]1[CH:12]=[CH:11][CH:10]=[CH:9][CH:8]=1.C(=O)([O-])[O-].[K+].[K+]>>[NH:6]([C:13]1[CH:14]=[C:15]([CH:18]=[CH:19][C:20]=1[F:21])[CH2:16][Cl:3])[C:7]1[CH:12]=[CH:11][CH:10]=[CH:9][CH:8]=1 |f:2.3.4|. Procedure details: Two grams of phosphorus oxychloride was added to 470 mg of 3-anilino-4-fluorobenzyl alcohol with ice-cooling, and the mixture was stirred for 1 hour and then for further 12 hours at 15° C. Thereafter, the reaction solution was poured into a 10% aqueous potassium carbonate solution and extracted with ethyl acetate. The ethyl acetate layer was washed with an aqueous sodium chloride liquor and dried over anhydrous magnesium sulfate. The solvent was then removed by evaporation to obtain 450 mg of 3-... The reactants are C[O-].[Na+] (NaOMe), COC(=O)C1=C(N(C(C(=C1)Br)=O)C1=CC=CC=C1)CN(S(=O)(=O)C1=CC=C(C=C1)C)CC(=O)OC (5-Bromo-2-{[methoxycarbonylmethyl-(toluene-4-sulfonyl)-amino]-methyl}-6-oxo-1-phenyl-1,6-dihydro-pyridine-3-carboxylic acid methyl ester), Cl (HCl). The solvent is [Cl-].[Na+].O (brine), CO (MeOH). Run at time 16 hour. Product: COC(=O)C=1C(=C2C=C(C(N(C2=CN1)C1=CC=CC=C1)=O)Br)O (3-Bromo-5-hydroxy-2-oxo-1-phenyl-1,2-dihydro-[1,7]naphthyridine-6-carboxylic acid methyl ester). Isolated yield 86.6%. RXN SMILES: C[O:2][C:3]([C:5]1[CH:10]=[C:9]([Br:11])[C:8](=[O:12])[N:7]([C:13]2[CH:18]=[CH:17][CH:16]=[CH:15][CH:14]=2)[C:6]=1[CH2:19][N:20]([CH2:31][C:32]([O:34][CH3:35])=[O:33])S(C1C=CC(C)=CC=1)(=O)=O)=O.C[O-].[Na+].Cl>CO.[Cl-].[Na+].O>[CH3:35][O:34][C:32]([C:31]1[C:3]([OH:2])=[C:5]2[C:6](=[CH:19][N:20]=1)[N:7]([C:13]1[CH:18]=[CH:17][CH:16]=[CH:15][CH:14]=1)[C:8](=[O:12])[C:9]([Br:11])=[CH:10]2)=[O:33] |f:1.2,5.6.7|. Reported procedure: 5-Bromo-2-{[methoxycarbonylmethyl-(toluene-4-sulfonyl)-amino]-methyl}-6-oxo-1-phenyl-1,6-dihydro-pyridine-3-carboxylic acid methyl ester (2.67 g, 4.74 mmol) was dissolved in 80 mL of MeOH and placed in ice bath. NaOMe solution (3.3 mL, 14.2 mmol, 4.375 M in MeOH) was added and the mixture was stirred for 16 h at r.t. 1 M HCl was added to acidify the mixture, followed by addition of 100 mL of brine. The resulting suspension was extracted with CH2Cl2. The organic layer was dried over MgSO4 and con... The reactants are C(#N)C1=CC2=C(N(C(=N2)C(C)(NS(=O)C(C)(C)C)C2=C3C=CN(C3=C(C=C2OC(F)F)C)C(=O)OC(C)(C)C)COCC[Si](C)(C)C)C=C1 ((±)-tert-butyl 4-(1-(5-cyano-1-((2-(trimethylsilyl)ethoxy)methyl)-1H-benzo[d]imidazol-2-yl)-1-(1,1-dimethylethylsulfinamido)ethyl)-5-(difluoromethoxy)-7-methyl-1H-indole-1-carboxylate), C(#N)C=1C=CC2=C(N(C(=N2)C(C)(NS(=O)C(C)(C)C)C2=C3C=CN(C3=C(C=C2OC(F)F)C)C(=O)OC(C)(C)C)COCC[Si](C)(C)C)C1 ((±)-tert-butyl 4-(1-(6-cyano-1-((2-(trimethylsilyl)ethoxy)methyl)-1H-benzo[d]imidazol-2-yl)-1-(1,1-dimethylethylsulfinamido)ethyl)-5-(difluoromethoxy)-7-methyl-1H-indole-1-carboxylate), Cl (HCl). Reaction conditions: time 90 minute. The product is NC(C)(C1=NC2=C(N1)C=CC(=C2)C#N)C2=C1C=CN(C1=C(C=C2OC(F)F)C)C(=O)OC(C)(C)C ((±)-tert-Butyl 4-(1-amino-1-(5-cyano-1H-benzo[d]imidazol-2-yl)ethyl)-5-(difluoromethoxy)-7-methyl-1H-indole-1-carboxylate). Reaction SMILES: [C:1]([C:3]1[CH:49]=[CH:48][C:6]2[N:7](COCC[Si](C)(C)C)[C:8]([C:10]([C:19]3[C:27]([O:28][CH:29]([F:31])[F:30])=[CH:26][C:25]([CH3:32])=[C:24]4[C:20]=3[CH:21]=[CH:22][N:23]4[C:33]([O:35][C:36]([CH3:39])([CH3:38])[CH3:37])=[O:34])([NH:12]S(C(C)(C)C)=O)[CH3:11])=[N:9][C:5]=2[CH:4]=1)#[N:2].C(C1C=CC2N=C(C(C3C(OC(F)F)=CC(C)=C4C=3C=CN4C(OC(C)(C)C)=O)(NS(C(C)(C)C)=O)C)N(COCC[Si](C)(C)C)C=2C=1)#N.Cl>>[NH2:12][C:10]([C:19]1[C:27]([O:28][CH:29]([F:31])[F:30])=[CH:26][C:25]([CH3:32])=[C:24]2[C:20]=1[CH:21]=[CH:22][N:23]2[C:33]([O:35][C:36]([CH3:39])([CH3:38])[CH3:37])=[O:34])([C:8]1[NH:7][C:6]2[CH:48]=[CH:49][C:3]([C:1]#[N:2])=[CH:4][C:5]=2[N:9]=1)[CH3:11]. Procedure: To a mixture of (±)-tert-butyl 4-(1-(5-cyano-1-((2-(trimethylsilyl)ethoxy)methyl)-1H-benzo[d]imidazol-2-yl)-1-(1,1-dimethylethylsulfinamido)ethyl)-5-(difluoromethoxy)-7-methyl-1H-indole-1-carboxylate and (±)-tert-butyl 4-(1-(6-cyano-1-((2-(trimethylsilyl)ethoxy)methyl)-1H-benzo[d]imidazol-2-yl)-1-(1,1-dimethylethylsulfinamido)ethyl)-5-(difluoromethoxy)-7-methyl-1H-indole-1-carboxylate (306 mg, 0.427 mmol) was added HCl (1.25M in MeOH, 1.7 mL, 2.137 mmol) and the solution was stirred at room temp... Reactants: Example 1 ( A ), OC=1C=C(C=CC1)C1=NN=C2CC(N(C3=C(N12)C=CC=C3)CC(=O)N(C3=CC=CC=C3)C(C)C)=O (2-[1-(3-hydroxy-phenyl)-5-oxo-4,5-dihydro-2,3,6,10b-tetraaza-benzo[e]azulen-6-yl]-N-isopropyl-N-phenyl-acetamide), N1C=C(C2=CC=CC=C12)C=O (1H-indole-3-carbaldehyde). Yields the product OC=1C=C(C=CC1)C1=NN=C2C(C(N(C3=C(N12)C=CC=C3)CC(=O)N(C3=CC=CC=C3)C(C)C)=O)=CC3=CNC1=CC=CC=C31 (2-[1-(3-hydroxy-phenyl)-4-(1H-indol-3-ylmethylene)-5-oxo-4,5-dihydro-2,3,6,10b-tetraaza-benzo[e]azulen-6-yl]-N-isopropyl-N-phenyl-acetamide). Yield: 57.3%. Reaction SMILES: [OH:1][C:2]1[CH:3]=[C:4]([C:8]2[N:17]3[C:11]([CH2:12][C:13](=[O:35])[N:14]([CH2:22][C:23]([N:25]([CH:32]([CH3:34])[CH3:33])[C:26]4[CH:31]=[CH:30][CH:29]=[CH:28][CH:27]=4)=[O:24])[C:15]4[CH:21]=[CH:20][CH:19]=[CH:18][C:16]=43)=[N:10][N:9]=2)[CH:5]=[CH:6][CH:7]=1.[NH:36]1[C:44]2[C:39](=[CH:40][CH:41]=[CH:42][CH:43]=2)[C:38]([CH:45]=O)=[CH:37]1>>[OH:1][C:2]1[CH:3]=[C:4]([C:8]2[N:17]3[C:11]([C:12](=[CH:45][C:38]4[C:39]5[C:44](=[CH:43][CH:42]=[CH:41][CH:40]=5)[NH:36][CH:37]=4)[C:13](=[O:35])[N:14]([CH2:22][C:23]([N:25]([CH:32]([CH3:33])[CH3:34])[C:26]4[CH:31]=[CH:30][CH:29]=[CH:28][CH:27]=4)=[O:24])[C:15]4[CH:21]=[CH:20][CH:19]=[CH:18][C:16]=43)=[N:10][N:9]=2)[CH:5]=[CH:6][CH:7]=1. Procedure details: Following the procedure described for Example 1 (A), Step A, 2-[1-(3-hydroxy-phenyl)-5-oxo-4,5-dihydro-2,3,6,10b-tetraaza-benzo[e]azulen-6-yl]-N-isopropyl-N-phenyl-acetamide (Preparation 12) (244 mg, 0.522 mmol) was condensed over 48 hours with 1H-indole-3-carbaldehyde (105 mg, 0.723 mmol). Purification by medium pressure chromatography eluting with a solvent gradient (EtOAc to 5% MeOH in EtOAc to 10% MeOH in EtOAc) yielded 177.9 mg of 2-[1-(3-hydroxy-phenyl)-4-(1H-indol-3-ylmethylene)-5-oxo-4,5... Reactants: CI (methyl iodide), CC(C)(C)NS(=O)(=O)C1=CNC=C1 (N-(1,1-dimethylethyl)-1H-pyrrole-3 -sulfonamide), CC(C)([O-])C.[K+] (potassium t-butoxide). Run in C(C)(=O)OCC (ethyl acetate), CN(C=O)C (N,N-dimethylforamide). Run at temperature 60 celsius, time 2 hour. The product is CC(C)(C)NS(=O)(=O)C1=CN(C=C1)C (N-(1,1-Dimethylethyl)-1-methyl-1H-pyrrole-3-sulfonamide). Reaction SMILES: [CH3:1][C:2]([NH:5][S:6]([C:9]1[CH:13]=[CH:12][NH:11][CH:10]=1)(=[O:8])=[O:7])([CH3:4])[CH3:3].CI.[CH3:16]C(C)([O-])C.[K+]>CN(C)C=O.C(OCC)(=O)C>[CH3:4][C:2]([NH:5][S:6]([C:9]1[CH:13]=[CH:12][N:11]([CH3:16])[CH:10]=1)(=[O:8])=[O:7])([CH3:1])[CH3:3] |f:2.3|. Procedure: A solution of N-(1,1-dimethylethyl)-1H-pyrrole-3 -sulfonamide 9 g (0.044 mol) in 90 mL N,N-dimethylforamide was cooled to 15° C. under a nitrogen atmosphere. To this was added 3.2 mL (0.053 mol) of methyl iodide followed by 5.43 g (0.048 mol) of potassium t-butoxide. The mixture was warmed at ca. 60° C. for 2 hours then allowed to cool to room temperature and stirred for ca. 2 hours. The reaction mixture was diluted with ethyl acetate, washed three times with 1N HCl, once with brine, dried (MgSO... The reactants are CC1=CC=C(C(C(=O)O)=C1)N (5-methylanthranilic acid), ClC=1C=C(C(=O)Cl)C=CC1 (3-chlorobenzoyl chloride). Yields the product CC=1C=CC2=C(C(OC(=N2)C2=CC(=CC=C2)Cl)=O)C1 (6-methyl-2-(m-chlorophenyl)-4H-3,1-benzoxazin-4-one). The yield is 91.1%. RXN SMILES: [CH3:1][C:2]1[CH:10]=[C:6]([C:7]([OH:9])=[O:8])[C:5]([NH2:11])=[CH:4][CH:3]=1.[Cl:12][C:13]1[CH:14]=[C:15]([CH:19]=[CH:20][CH:21]=1)[C:16](Cl)=O>>[CH3:1][C:2]1[CH:3]=[CH:4][C:5]2[N:11]=[C:16]([C:15]3[CH:19]=[CH:20][CH:21]=[C:13]([Cl:12])[CH:14]=3)[O:8][C:7](=[O:9])[C:6]=2[CH:10]=1. Reported procedure: When the reaction conditions of Example 1 are employed but 11.3 g of 5-methylanthranilic acid and 13.1 g of 3-chlorobenzoyl chloride are used, 18.5 g (91%) of 6-methyl-2-(m-chlorophenyl)-4H-3,1-benzoxazin-4-one of melting point 160°-162° C. are obtained. Starting materials: C(C)(=O)O[BH-](OC(C)=O)OC(C)=O.[Na+] (Sodium triacetoxyborohydride), [Si](C)(C)(C(C)(C)C)OCCC=1C(=C(C=O)C=CC1)F (3-(2-(tert-Butyldimethylsilyloxy)ethyl)-2-fluorobenzaldehyde), [Si](C)(C)(C(C)(C)C)OCCC=1C(=C(C=O)C=CC1)F (3-(2-(tert-Butyldimethylsilyloxy)ethyl)-2-fluorobenzaldehyde), FC(C(=O)O)(F)F.C(C)(C)C=1SC=C(N1)C(=O)N1CCOC2(C1)CCNCC2 ((2-isopropylthiazol-4-yl)(1-oxa-4,9-diazaspiro[5.5]undecan-4-yl)methanone trifluoroacetate), C([O-])(O)=O.[Na+] (sodium bicarbonate). Solvent: O (water), CN1C(CCC1)=O (N-methyl-2-pyrrolidinone), C(C)(=O)O (acetic acid). Run at time 30 minute. The product is [Si](C)(C)(C(C)(C)C)OCCC=1C(=C(CN2CCC3(CN(CCO3)C(=O)C=3N=C(SC3)C(C)C)CC2)C=CC1)F ((9-(3-(2-(tert-Butyldimethylsilyloxy)ethyl)-2-fluorobenzyl)-1-oxa-4,9-diazaspiro[5.5]undecan-4-yl)(2-isopropylthiazol-4-yl)methanone). Reaction SMILES: [Si:1]([O:8][CH2:9][CH2:10][C:11]1[C:12]([F:19])=[C:13]([CH:16]=[CH:17][CH:18]=1)[CH:14]=O)([C:4]([CH3:7])([CH3:6])[CH3:5])([CH3:3])[CH3:2].FC(F)(F)C(O)=O.[CH:27]([C:30]1[S:31][CH:32]=[C:33]([C:35]([N:37]2[CH2:42][C:41]3([CH2:47][CH2:46][NH:45][CH2:44][CH2:43]3)[O:40][CH2:39][CH2:38]2)=[O:36])[N:34]=1)([CH3:29])[CH3:28].C(O[BH-](OC(=O)C)OC(=O)C)(=O)C.[Na+].C(=O)(O)[O-].[Na+]>CN1CCCC1=O.C(O)(=O)C.O>[Si:1]([O:8][CH2:9][CH2:10][C:11]1[C:12]([F:19])=[C:13]([CH:16]=[CH:17][CH:18]=1)[CH2:14][N:45]1[CH2:46][CH2:47][C:41]2([O:40][CH2:39][CH2:38][N:37]([C:35]([C:33]3[N:34]=[C:30]([CH:27]([CH3:28])[CH3:29])[S:31][CH:32]=3)=[O:36])[CH2:42]2)[CH2:43][CH2:44]1)([C:4]([CH3:7])([CH3:6])[CH3:5])([CH3:3])[CH3:2] |f:1.2,3.4,5.6|. Procedure: 3-(2-(tert-Butyldimethylsilyloxy)ethyl)-2-fluorobenzaldehyde [Aromatic Intermediate 5] (4.07 g) was added to (2-isopropylthiazol-4-yl)(1-oxa-4,9-diazaspiro[5.5]undecan-4-yl)methanone trifluoroacetate [Example 1, step b] (6.10 g) in a mixture of N-methyl-2-pyrrolidinone (50 mL) and acetic acid (0.83 mL) and stirred for 30 min. Sodium triacetoxyborohydride (4.58 g) was then added and the mixture stirred overnight. The reaction mixture was poured into water (100 mL), the pH was adjusted to 8 using ... Reactants: COC(=O)[C@H]1N(C[C@@H](C1)S(=O)(=O)C1=C(C=CC=C1)C(F)(F)F)C(CC(C)=O)=S ((2S,4R)-1-(3-oxo-thiobutyryl)-4-(2-trifluoromethyl-benzenesulfonyl)-pyrrolidine-2-carboxylic acid methyl ester), Cl.C(C)(C)NN (isopropylhydrazine hydrochloride). The product is COC(=O)[C@H]1N(C[C@@H](C1)S(=O)(=O)C1=C(C=CC=C1)C(F)(F)F)C=1N(N=C(C1)C)C(C)C ((2S,4R)-1-(2-isopropyl-5-methyl-2H-pyrazol-3-yl)-4-(2-trifluoromethyl-benzenesulfonyl)-pyrrolidine-2-carboxylic acid methyl ester). Reaction SMILES: [CH3:1][O:2][C:3]([C@@H:5]1[CH2:9][C@@H:8]([S:10]([C:13]2[CH:18]=[CH:17][CH:16]=[CH:15][C:14]=2[C:19]([F:22])([F:21])[F:20])(=[O:12])=[O:11])[CH2:7][N:6]1[C:23](=S)[CH2:24][C:25](=O)[CH3:26])=[O:4].Cl.[CH:30]([NH:33][NH2:34])([CH3:32])[CH3:31]>>[CH3:1][O:2][C:3]([C@@H:5]1[CH2:9][C@@H:8]([S:10]([C:13]2[CH:18]=[CH:17][CH:16]=[CH:15][C:14]=2[C:19]([F:21])([F:20])[F:22])(=[O:12])=[O:11])[CH2:7][N:6]1[C:23]1[N:33]([CH:30]([CH3:32])[CH3:31])[N:34]=[C:25]([CH3:26])[CH:24]=1)=[O:4] |f:1.2|. Procedure: In analogy to the procedure described in example 192 h, (2S,4R)-1-(3-oxo-thiobutyryl)-4-(2-trifluoromethyl-benzenesulfonyl)-pyrrolidine-2-carboxylic acid methyl ester (example 192 g) was reacted with isopropylhydrazine hydrochloride (CAS Reg. No. 16726-41-3) to give the title compound as yellow solid. MS (ESI): m/z=460.3 [M+H]+. Reactants: copolymer 5, copolymer, C1(CCC(=O)O1)=O (succinic anhydride). Run in C(CO)O (ethylene glycol). The product is C(C1=CC(C(=O)O)=CC=C1)(=O)O (isophthalic acid). Reaction SMILES: [C:1]1(=O)[O:6][C:4](=[O:5])[CH2:3][CH2:2]1>C(O)CO>[C:4]([OH:6])(=[O:5])[C:1]1[CH:3]=[CH:2][CH:1]=[C:3]([C:4]([OH:6])=[O:5])[CH:2]=1. Procedure: Using the procedure described for copolymer 5, 300 g of copolymer was first allowed to react with 2 ml of ethylene glycol, then with 3.66 g of succinic anhydride.